Task: describe an organic reaction: reactants, conditions, products, and yield. Dataset: the Open Reaction Database (ORD), a public repository of structured organic reaction records The reactants are Cl.COC1=CC(=NC(=C1C(=O)Cl)C)OC (4,6-dimethoxy-2-methyl nicotinic acid chloride HCl salt), [OH-].[NH4+] (ammonium hydroxide). Run in ClCCl (dichloromethane). Conditions: time 1 hour. Product: COC1=CC(=NC(=C1C(=O)N)C)OC (4,6-dimethoxy-2-methyl-nicotinamide). Yield: 52.0%. RXN SMILES: Cl.[CH3:2][O:3][C:4]1[C:9]([C:10](Cl)=[O:11])=[C:8]([CH3:13])[N:7]=[C:6]([O:14][CH3:15])[CH:5]=1.[OH-].[NH4+:17]>ClCCl>[CH3:2][O:3][C:4]1[C:9]([C:10]([NH2:17])=[O:11])=[C:8]([CH3:13])[N:7]=[C:6]([O:14][CH3:15])[CH:5]=1 |f:0.1,2.3|. Reported procedure: A mixture of malonic acid (20 g, 192 mmol), 2,4,6-trichlorophenol (72 g, 365 mmol), and phosphorus oxychloride (38 mL, 403.2 mmol) was stirred at reflux for 12 h. The reaction mixture was cooled to 70° C. and poured into ice water. The solid was collected by filtration, washed with water, and dried to give malonic acid bis-(2,4,6-trichloro-phenyl)ester (85 g, 95%). A solution of malonic acid bis-(2,4,6-trichloro-phenyl)ester (85 g, 184 mmol) and ethyl 3-aminocrotonate (26.08 g, 201.9 mmol) in br... Starting materials: CC1=C(N2[C@@H]([C@@H](C2=O)NC(=O)[C@@H](C=3C=CC(=CC3)O)N)SC1)C(=O)O.CNC=O (Cefadroxil monomethylformamide), O (water). The solvent is C(C)(C)O (isopropyl alcohol). Product: CC1=C(N2[C@@H]([C@@H](C2=O)NC(=O)[C@@H](C3=CC=C(C=C3)O)N)SC1)C(=O)O.O (Cefadroxil monohydrate). Reaction SMILES: [CH3:1][C:2]1[CH2:22][S:21][C@@H:5]2[C@H:6]([NH:9][C:10]([C@H:12]([NH2:20])[C:13]3[CH:14]=[CH:15][C:16]([OH:19])=[CH:17][CH:18]=3)=[O:11])[C:7](=[O:8])[N:4]2[C:3]=1[C:23]([OH:25])=[O:24].CNC=[O:29].O>C(O)(C)C>[CH3:1][C:2]1[CH2:22][S:21][C@@H:5]2[C@H:6]([NH:9][C:10]([C@H:12]([NH2:20])[C:13]3[CH:18]=[CH:17][C:16]([OH:19])=[CH:15][CH:14]=3)=[O:11])[C:7](=[O:8])[N:4]2[C:3]=1[C:23]([OH:25])=[O:24].[OH2:29] |f:0.1,4.5|. Procedure: Cefadroxil monomethylformamide solvate (50 g) prepared according to example 3 and having K.F. 1.4% was slurried in isopropyl alcohol (250 ml) containing 40 ml of water at 48° C. for 150'. The mixture was cooled to +2° C. and crystalline cefadroxil monohydrate was collected. Starting materials: Mg, C[Si](C)(C)Cl (TMSCl), C1(=CC=CC=C1)SC(F)(F)Br (bromodifluoromethyl phenyl sulfide). The solvent is CN(C)C=O (DMF). Reaction conditions: time 1 hour. The product is C[Si](C)(C)C(F)(F)SC1=CC=CC=C1 (phenyl (trimethylsilyl)difluoromethyl sulfide). Yield: 84.7%. Reaction SMILES: [CH3:1][Si:2](Cl)([CH3:4])[CH3:3].[C:6]1([S:12][C:13](Br)([F:15])[F:14])[CH:11]=[CH:10][CH:9]=[CH:8][CH:7]=1>CN(C=O)C>[CH3:1][Si:2]([C:13]([S:12][C:6]1[CH:11]=[CH:10][CH:9]=[CH:8][CH:7]=1)([F:15])[F:14])([CH3:4])[CH3:3]. Reported procedure: Into a mixture of 0.22 g (9.2 mmol) Mg turnings, 1.99 g (18.3 mmol) of TMSCl and 20 ml DMF at room temperature, was added 1.1 g (4.6 mmol) bromodifluoromethyl phenyl sulfide (24). The reaction was stirred at room temperature for another 1 h. Excess TMSCl was removed under vacuum (˜10 mmHg). The residue was washed with ice water and then extracted with dichloromethane (20 mL×3). The organic phase was further washed with brine and water successively, and dried over MgSO4. After solvent removal, th... The reactants are CC(C)N(C)c1cnc(CN(CCO)Cc2ccccc2)c(Cl)n1, CC(C)(C)[O-], [K+], CN(C)C=O, O. Product: CC(C)N(C)c1cnc2c(n1)OCCN(Cc1ccccc1)C2. RXN SMILES: [CH2:7]([c:8]1[cH:9][cH:10][cH:11][cH:12][cH:13]1)[N:14]([CH2:15][CH2:16][OH:17])[CH2:18][c:19]1[n:20][cH:21][c:22]([N:26]([CH:27]([CH3:28])[CH3:29])[CH3:30])[n:23][c:24]1[Cl:25].[CH3:1][C:2]([CH3:3])([O-:4])[CH3:5].[K+:6].[O:32]=[CH:33][N:34]([CH3:35])[CH3:36].[OH2:31]>>[CH2:7]([c:8]1[cH:9][cH:10][cH:11][cH:12][cH:13]1)[N:14]1[CH2:15][CH2:16][O:17][c:24]2[c:19]([n:20][cH:21][c:22]([N:26]([CH:27]([CH3:28])[CH3:29])[CH3:30])[n:23]2)[CH2:18]1. The product is CC(CO[Si](C)(C)C(C)(C)C)c1ccc(Br)cc1. Starting materials: CC(CO)c1ccc(Br)cc1, CC(C)(C)[Si](C)(C)Cl, CN(C)C=O, c1c[nH]cn1. As a reaction SMILES: [Br:1][c:2]1[cH:3][cH:4][c:5]([CH:8]([CH2:9][OH:10])[CH3:11])[cH:6][cH:7]1.[C:17]([CH3:18])([CH3:19])([CH3:20])[Si:21]([CH3:22])([CH3:23])[Cl:24].[O:25]=[CH:26][N:27]([CH3:28])[CH3:29].[nH:12]1[cH:13][cH:14][n:15][cH:16]1>>[Br:1][c:2]1[cH:3][cH:4][c:5]([CH:8]([CH2:9][O:10][Si:21]([C:17]([CH3:18])([CH3:19])[CH3:20])([CH3:22])[CH3:23])[CH3:11])[cH:6][cH:7]1. Starting materials: COC(=O)C(Cl)Cc1ccc(OCc2ccccc2)cc1, CO, [Na+], O=S1(=O)NC(=S)c2ccccc21, [OH-]. The product is COC(=O)C(Cc1ccc(OCc2ccccc2)cc1)SC1=NS(=O)(=O)c2ccccc21. As a reaction SMILES: [CH2:1]([c:2]1[cH:3][cH:4][cH:5][cH:6][cH:7]1)[O:8][c:9]1[cH:10][cH:11][c:12]([CH2:15][CH:16]([C:17](=[O:18])[O:19][CH3:20])[Cl:21])[cH:13][cH:14]1.[CH3:36][OH:37].[Na+:35].[O:22]=[S:23]1(=[O:33])[NH:24][C:25](=[S:32])[c:26]2[c:27]1[cH:28][cH:29][cH:30][cH:31]2.[OH-:34]>>[CH2:1]([c:2]1[cH:3][cH:4][cH:5][cH:6][cH:7]1)[O:8][c:9]1[cH:10][cH:11][c:12]([CH2:15][CH:16]([C:17](=[O:18])[O:19][CH3:20])[S:32][C:25]2=[N:24][S:23](=[O:22])(=[O:33])[c:27]3[c:26]2[cH:31][cH:30][cH:29][cH:28]3)[cH:13][cH:14]1. The reactants are C(C)(=O)O[C@]1(C(C)=O)CC[C@H]2[C@@H]3CCC4=CC(CC[C@]4(C)[C@H]3[C@H](C[C@]12C)F)=O (17-acetoxy-11β-fluoro-4-pregnene-3,20-dione), C1(=CC=C(C=C1)S(=O)(=O)O)C (p-toluenesulfonic acid), C(CCl)Cl (ethylene chloride), C1(=C(C(=O)C(=C(C1=O)Cl)Cl)Cl)Cl (chloranil). Run in C(C)(C)(C)O (tert.-butanol). Yields the product C(C)(=O)O[C@]1(C(C)=O)CC[C@H]2[C@@H]3C=CC4=CC(CC[C@]4(C)[C@H]3[C@H](C[C@]12C)F)=O (17-acetoxy-11β-fluoro-4,6-pregnadiene-3,20-dione). Reaction SMILES: [C:1]([O:4][C@:5]1([C@:25]2([CH3:26])[C@H:11]([C@H:12]3[C@H:22]([C@@H:23]([F:27])[CH2:24]2)[C@:20]2([CH3:21])[C:15](=[CH:16][C:17](=[O:28])[CH2:18][CH2:19]2)[CH2:14][CH2:13]3)[CH2:10][CH2:9]1)[C:6](=[O:8])[CH3:7])(=[O:3])[CH3:2].C(Cl)CCl.C1(Cl)C(=O)C(Cl)=C(Cl)C(=O)C=1Cl.C1(C)C=CC(S(O)(=O)=O)=CC=1>C(O)(C)(C)C>[C:1]([O:4][C@:5]1([C@:25]2([CH3:26])[C@H:11]([C@H:12]3[C@H:22]([C@@H:23]([F:27])[CH2:24]2)[C@:20]2([CH3:21])[C:15](=[CH:16][C:17](=[O:28])[CH2:18][CH2:19]2)[CH:14]=[CH:13]3)[CH2:10][CH2:9]1)[C:6](=[O:8])[CH3:7])(=[O:3])[CH3:2]. Procedure details: One gram of 17-acetoxy-11β-fluoro-4-pregnene-3,20-dione is combined in a solvent mixture of 6 ml. of ethylene chloride and 10 ml. of tert.-butanol with 1.5 g. of chloranil and 10 mg. of p-toluenesulfonic acid. The mixture is heated for 6 hours under reflux. Then, the mixture is filtered off from the chloranil and the precipitate washed with ethyl acetate and ether. The filtrate is diluted with ether and combined repeatedly with 2N NaOH solution. The solution is then washed neutral with water and... Starting materials: BrCc1ccccc1, Cc1nc(Br)c(Br)[nH]1, [Na+], [Na+], O=C([O-])[O-], CN(C)C=O, O. Product: Cc1nc(Br)c(Br)n1Cc1ccccc1. Reaction SMILES: [Br:15][CH2:16][c:17]1[cH:18][cH:19][cH:20][cH:21][cH:22]1.[Br:1][c:2]1[n:3][c:4]([CH3:8])[nH:5][c:6]1[Br:7].[Na+:10].[Na+:9].[O-:11][C:12](=[O:13])[O-:14].[O:24]=[CH:25][N:26]([CH3:27])[CH3:28].[OH2:23]>>[Br:1][c:2]1[n:3]([CH2:16][c:17]2[cH:18][cH:19][cH:20][cH:21][cH:22]2)[c:4]([CH3:8])[n:5][c:6]1[Br:7].